This data is from the Open Reaction Database (ORD), a public repository of structured organic reaction records. The task is: describe an organic reaction: reactants, conditions, products, and yield Reactants: C(C1=CC=CC=C1)ONC(CC)=O (N-benzyloxypropionamide), BrCC1=C(C=CC=C1)C(C(=O)[O-])=COC (2-bromomethylphenyl-3-methoxypropenoate), C([O-])([O-])=O.[K+].[K+] (potassium carbonate), 4-N,N-dimethyl-aminopyridine. Solvent: C(C)#N (acetonitrile). Yields the product C(C1=CC=CC=C1)ON=C(CC)OCC1=C(C=CC=C1)C(C(=O)OC)=COC (methyl 2-[2-{(1-benzyloxyiminopropyl)oxymethyl}phenyl]-3-methoxypropenoate). Yield: 26.1%. As a reaction SMILES: [CH2:1]([O:8][NH:9][C:10](=[O:13])[CH2:11][CH3:12])[C:2]1[CH:7]=[CH:6][CH:5]=[CH:4][CH:3]=1.Br[CH2:15][C:16]1[CH:21]=[CH:20][CH:19]=[CH:18][C:17]=1[C:22](=[CH:26][O:27][CH3:28])[C:23]([O-:25])=[O:24].[C:29](=O)([O-])[O-].[K+].[K+]>C(#N)C>[CH2:1]([O:8][N:9]=[C:10]([O:13][CH2:15][C:16]1[CH:21]=[CH:20][CH:19]=[CH:18][C:17]=1[C:22](=[CH:26][O:27][CH3:28])[C:23]([O:25][CH3:29])=[O:24])[CH2:11][CH3:12])[C:2]1[CH:7]=[CH:6][CH:5]=[CH:4][CH:3]=1 |f:2.3.4|. Procedure: A mixture of N-benzyloxypropionamide (1.8 g, 10 mmol), 2-bromomethylphenyl-3-methoxypropenoate (2.85 g, 10 mmol), potassium carbonate (1.66 g, 12 mmol), 4-N,N-dimethyl-aminopyridine (0.1 g) and acetonitrile (20 ml) was heated with reflux for 7 hours. After completion of the reaction, the reaction solution was filtered, the solvent was removed by evaporation, and the residue was purified with silica gel chromatography to obtain methyl 2-[2-{(1-benzyloxyiminopropyl)oxymethyl}phenyl]-3-methoxyprope... Starting materials: C1CCOC1, CC(C)O, CN1C(=O)CSC(c2cccc(Cl)c2)c2cc(C(Cl)(c3ccc(Cl)cc3)c3cncn3C)ccc21, N, O. Product: CN1C(=O)CSC(c2cccc(Cl)c2)c2cc(C(N)(c3ccc(Cl)cc3)c3cncn3C)ccc21. As a reaction SMILES: [CH2:42]1[O:43][CH2:44][CH2:45][CH2:46]1.[CH3:2][CH:3]([OH:4])[CH3:5].[Cl:6][C:7]([c:8]1[cH:9][cH:10][c:11]2[c:12]([cH:27]1)[CH:13]([c:20]1[cH:21][c:22]([Cl:26])[cH:23][cH:24][cH:25]1)[S:14][CH2:15][C:16](=[O:19])[N:17]2[CH3:18])([c:28]1[cH:29][n:30][cH:31][n:32]1[CH3:33])[c:34]1[cH:35][cH:36][c:37]([Cl:40])[cH:38][cH:39]1.[NH3:1].[OH2:41]>>[NH2:1][C:7]([c:8]1[cH:9][cH:10][c:11]2[c:12]([cH:27]1)[CH:13]([c:20]1[cH:21][c:22]([Cl:26])[cH:23][cH:24][cH:25]1)[S:14][CH2:15][C:16](=[O:19])[N:17]2[CH3:18])([c:28]1[cH:29][n:30][cH:31][n:32]1[CH3:33])[c:34]1[cH:35][cH:36][c:37]([Cl:40])[cH:38][cH:39]1. Reactants: Cc1cc(Br)cc2c1C(=O)N(CC1CC1)C2, C=C1CCN(C(=O)OC(C)(C)C)CC1, O=C([O-])[O-], B1C2CCCC1CCC2, [K+], [K+], CN(C)C=O, O. The product is Cc1cc(CC2CCN(C(=O)OC(C)(C)C)CC2)cc2c1C(=O)N(CC1CC1)C2. As a reaction SMILES: [Br:24][c:25]1[cH:26][c:27]2[c:31]([c:32]([CH3:34])[cH:33]1)[C:30](=[O:35])[N:29]([CH2:36][CH:37]1[CH2:38][CH2:39]1)[CH2:28]2.[C:1]([CH3:2])([CH3:3])([CH3:4])[O:5][C:6](=[O:7])[N:8]1[CH2:9][CH2:10][C:11](=[CH2:14])[CH2:12][CH2:13]1.[C:40](=[O:41])([O-:42])[O-:43].[CH:15]12[CH2:16][CH2:17][CH2:18][CH:19]([BH:20]1)[CH2:21][CH2:22][CH2:23]2.[K+:44].[K+:45].[O:47]=[CH:48][N:49]([CH3:50])[CH3:51].[OH2:46]>>[C:1]([CH3:2])([CH3:3])([CH3:4])[O:5][C:6](=[O:7])[N:8]1[CH2:9][CH2:10][CH:11]([CH2:14][c:25]2[cH:26][c:27]3[c:31]([c:32]([CH3:34])[cH:33]2)[C:30](=[O:35])[N:29]([CH2:36][CH:37]2[CH2:38][CH2:39]2)[CH2:28]3)[CH2:12][CH2:13]1. Product: [Br-], Cc1cccc(NC(=O)C[N+]23CCC(CC2)C(OC(=O)C2(c4ccccc4)CCCCCC2)C3)c1. Reaction SMILES: [Br:25][CH2:26][C:27](=[O:28])[NH:29][c:30]1[cH:31][c:32]([CH3:36])[cH:33][cH:34][cH:35]1.[CH3:37][C:38]#[N:39].[N:1]12[CH2:2][CH:3]([O:9][C:10](=[O:11])[C:12]3([c:19]4[cH:20][cH:21][cH:22][cH:23][cH:24]4)[CH2:13][CH2:14][CH2:15][CH2:16][CH2:17][CH2:18]3)[CH:4]([CH2:5][CH2:6]1)[CH2:7][CH2:8]2>>[Br-:25].[N+:1]12([CH2:26][C:27](=[O:28])[NH:29][c:30]3[cH:31][c:32]([CH3:36])[cH:33][cH:34][cH:35]3)[CH2:2][CH:3]([O:9][C:10](=[O:11])[C:12]3([c:19]4[cH:20][cH:21][cH:22][cH:23][cH:24]4)[CH2:13][CH2:14][CH2:15][CH2:16][CH2:17][CH2:18]3)[CH:4]([CH2:5][CH2:6]1)[CH2:7][CH2:8]2. The reactants are Cc1cccc(NC(=O)CBr)c1, CC#N, O=C(OC1CN2CCC1CC2)C1(c2ccccc2)CCCCCC1. The reactants are C(C)(C)(C)OC(=O)N1CCCC2=CC(=CN=C12)Br (1-(tert-butoxycarbonyl)-6-bromo-1,2,3,4-tetrahydro-1,8-naphthyridine), C(C=C)(=O)OCC1=CC=CC=C1 (benzyl acrylate), CCN(C(C)C)C(C)C ((i-Pr)2NEt), N#N (N2). The reagents and catalysts are CC(=O)[O-].CC(=O)[O-].[Pd+2] (Pd(OAc)2), CC1=C(C=CC=C1)P(C2=C(C=CC=C2)C)C3=C(C=CC=C3)C (P(o-tolyl)3). Solvent: C(CC)#N (propionitrile). Yields the product N1=CC(=CC=2CCCNC12)/C=C/C(=O)O ((E)3-(5,6,7,8-tetrahydro-1,8-naphthyridin-3-yl)acrylic acid). Yield: 103.9%. RXN SMILES: C(OC([N:8]1[C:17]2[C:12](=[CH:13][C:14](Br)=[CH:15][N:16]=2)[CH2:11][CH2:10][CH2:9]1)=O)(C)(C)C.[C:19]([O:23]CC1C=CC=CC=1)(=[O:22])[CH:20]=[CH2:21].CCN(C(C)C)C(C)C.N#N>C(#N)CC.CC([O-])=O.CC([O-])=O.[Pd+2].CC1C=CC=CC=1P(C1C=CC=CC=1C)C1C=CC=CC=1C>[N:16]1[C:17]2[NH:8][CH2:9][CH2:10][CH2:11][C:12]=2[CH:13]=[C:14](/[CH:21]=[CH:20]/[C:19]([OH:23])=[O:22])[CH:15]=1 |f:5.6.7|. Reported procedure: A solution of 1-(tert-butoxycarbonyl)-6-bromo-1,2,3,4-tetrahydro-1,8-naphthyridine (1.79 g, 5.70 mmole), benzyl acrylate (1.11 g, 6.84 mmole), Pd(OAc)2 (65 mg, 0.29 mmole), P(o-tolyl)3 (173 mg, 0.57 mmole), and (i-Pr)2NEt (2.5 mL, 14.25 mmole) in propionitrile (30 mL) was degassed (3×N2/vacuum) then heated to reflux. After 18 hr the mixture was cooled to RT and concentrated. Flash chromatography on silica gel (25% EtOAc/hexanes) gave the title compound (1.21 g, 54%) as a yellow solid: 1H NMR (40... Reaction SMILES: [C:1]1([CH3:8])[CH:6]=[CH:5][CH:4]=[C:3]([CH3:7])[CH:2]=1.[C:9]1(=[O:15])[O:14][C:12](=[O:13])[CH2:11][CH2:10]1.[Al+3].[Cl-].[Cl-].[Cl-]>>[CH3:8][C:1]1[CH:2]=[C:3]([CH3:7])[CH:4]=[CH:5][C:6]=1[C:9]([CH2:10][CH2:11][C:12]([OH:14])=[O:13])=[O:15] |f:2.3.4.5|. The product is CC1=C(C(=O)CCC(=O)O)C=CC(=C1)C (3-(2,4-Dimethylbenzoyl)-propionic acid). Reactants: C1(=CC(=CC=C1)C)C (m-Xylene), C1(CCC(=O)O1)=O (succinic anhydride), [Al+3].[Cl-].[Cl-].[Cl-] (AlCl3). Procedure details: m-Xylene 10f (98%, 5.5 eq) was reacted with succinic anhydride (99%, 1 eq) and AlCl3 (95%, 2 eq) for 42 h according to the general procedure. Extractive purification of the crude product afforded white crystals of 11f were obtained in 92% yield. 1H-NMR: 7.66 (d, 1H, Ar--H); 7.07 (d, 2H, Ar--H); 3.22 (t, 2H, CH2CH2COOH); 2.77 (CH2CH2COOH); 2.49 (s, 3H, CH3); 2.35 (s, 3H, CH3). The yield is 92.0%. The reactants are CC(=O)OC(C)=O, Cc1ccccc1, Fc1cccc(F)c1C1=NC(c2ccc(-c3ccc(OC(F)(F)F)cc3)cc2)CN1. The product is CC(=O)N1CC(c2ccc(-c3ccc(OC(F)(F)F)cc3)cc2)N=C1c1c(F)cccc1F. Reaction SMILES: [CH3:31][C:32](=[O:33])[O:34][C:35](=[O:36])[CH3:37].[CH3:38][c:39]1[cH:40][cH:41][cH:42][cH:43][cH:44]1.[F:1][C:2]([O:3][c:4]1[cH:5][cH:6][c:7](-[c:10]2[cH:11][cH:12][c:13]([CH:16]3[N:17]=[C:18]([c:21]4[c:22]([F:28])[cH:23][cH:24][cH:25][c:26]4[F:27])[NH:19][CH2:20]3)[cH:14][cH:15]2)[cH:8][cH:9]1)([F:29])[F:30]>>[F:1][C:2]([O:3][c:4]1[cH:5][cH:6][c:7](-[c:10]2[cH:11][cH:12][c:13]([CH:16]3[N:17]=[C:18]([c:21]4[c:22]([F:28])[cH:23][cH:24][cH:25][c:26]4[F:27])[N:19]([C:32]([CH3:31])=[O:33])[CH2:20]3)[cH:14][cH:15]2)[cH:8][cH:9]1)([F:29])[F:30]. Starting materials: Br, CCN(C(C)C)C(C)C, Cc1nc(N)sc1-c1ccnc(N2CCOCC2)c1, CC(=O)OC(C)=O. The product is CC(=O)Nc1nc(C)c(-c2ccnc(N3CCOCC3)c2)s1. RXN SMILES: [BrH:1].[CH2:21]([N:22]([CH:23]([CH3:24])[CH3:25])[CH:26]([CH3:27])[CH3:28])[CH3:29].[CH3:2][c:3]1[n:4][c:5]([NH2:20])[s:6][c:7]1-[c:8]1[cH:9][c:10]([N:14]2[CH2:15][CH2:16][O:17][CH2:18][CH2:19]2)[n:11][cH:12][cH:13]1.[CH3:30][C:31](=[O:32])[O:33][C:34](=[O:35])[CH3:36]>>[CH3:2][c:3]1[n:4][c:5]([NH:20][C:31]([CH3:30])=[O:32])[s:6][c:7]1-[c:8]1[cH:9][c:10]([N:14]2[CH2:15][CH2:16][O:17][CH2:18][CH2:19]2)[n:11][cH:12][cH:13]1. Starting materials: C(C)(C)(C)OC(CC1=CC(=NC=C1C)N1CCN(CC1)C)=O ([5-Methyl-2-(4-methyl-piperazin-1-yl)-pyridin-4-yl]-acetic acid tert-butyl ester), N (ammonia), C(=O)(C=1NC=CN1)C=1NC=CN1 (carbonyl diimidazole), carboxylic acid. Run in C(=O)(C(F)(F)F)O (TFA), C(Cl)Cl (CH2Cl2). Conditions: time 1 hour. Yields the product CC=1C(=CC(=NC1)N1CCN(CC1)C)CC(=O)N (2-[5-methyl-2-(4-methyl-piperazin-1-yl)-pyridin-4-yl]-acetamide). RXN SMILES: C([O:5][C:6](=O)[CH2:7][C:8]1[C:13]([CH3:14])=[CH:12][N:11]=[C:10]([N:15]2[CH2:20][CH2:19][N:18]([CH3:21])[CH2:17][CH2:16]2)[CH:9]=1)(C)(C)C.C(C1NC=CN=1)(C1[NH:26]C=CN=1)=O.N>C(O)(C(F)(F)F)=O.C(Cl)Cl>[CH3:14][C:13]1[C:8]([CH2:7][C:6]([NH2:26])=[O:5])=[CH:9][C:10]([N:15]2[CH2:20][CH2:19][N:18]([CH3:21])[CH2:17][CH2:16]2)=[N:11][CH:12]=1. Procedure details: [5-Methyl-2-(4-methyl-piperazin-1-yl)-pyridin-4-yl]-acetic acid tert-butyl ester (320 mg, 1.05 mmol) is dissolved in a mixture of TFA and CH2Cl2 (10 ml/10 ml) and stirred at RT. After 1 h at RT, TLC analysis indicated complete conversion of starting material. The solvent is removed by rotary evaporation, and replaced by dry DMF (1.5 ml). Under an atmosphere of argon, carbonyl diimidazole (187 mg, 1.16 mmol) is added. After 30 minutes at RT, TLC analysis indicated complete conversion of the carbo...